From a dataset of the Open Reaction Database (ORD), a public repository of structured organic reaction records. describe an organic reaction: reactants, conditions, products, and yield Starting materials: NC1=C(C(=O)N2CCCCC2)C=CC=C1 (1-(2-aminobenzoyl)piperidine), Cl.ClC1=CC=NC=C1 (4-chloropyridine hydrochloride). The solvent is COCCO (2-methoxyethanol), COCCO (2-methoxyethanol). Reaction conditions: time 30 minute. Yields the product N1=CC=C(C=C1)NC1=C(C(=O)N2CCCCC2)C=CC=C1 (1-[2-(4-pyridinylamino)benzoyl]piperidine). Isolated yield 65.8%. As a reaction SMILES: [NH2:1][C:2]1[CH:15]=[CH:14][CH:13]=[CH:12][C:3]=1[C:4]([N:6]1[CH2:11][CH2:10][CH2:9][CH2:8][CH2:7]1)=[O:5].Cl.Cl[C:18]1[CH:23]=[CH:22][N:21]=[CH:20][CH:19]=1>COCCO>[N:21]1[CH:22]=[CH:23][C:18]([NH:1][C:2]2[CH:15]=[CH:14][CH:13]=[CH:12][C:3]=2[C:4]([N:6]2[CH2:11][CH2:10][CH2:9][CH2:8][CH2:7]2)=[O:5])=[CH:19][CH:20]=1 |f:1.2|. Procedure: A solution of 2.77 kg 1-(2-aminobenzoyl)piperidine in 16 liters of 2-methoxyethanol was heated until solvent distillation was about to begin (125° C. internal temperature). A solution of 2.1 kg 4-chloropyridine hydrochloride in 21 liters of 2-methoxyethanol was then slowly added over a period of one hour during which 4 liters of distillate was collected. Heating was continued for another hour while 16 liters of distillate was collected. The reaction mixture was concentrated in vacuo, and the thi... The reactants are C(#N)C1=CC(=C(OC=2C=CC3=C(COB3O)C2)C=C1)CNC=O (5-[4-cyano-2-(formylaminomethyl)phenoxy]-1,3-dihydro-1-hydroxy-2,1-benzoxaborole), Cl (HCl). Solvent: C(C)O (ethanol). Product: Cl.NCC1=C(OC=2C=CC3=C(COB3O)C2)C=CC(=C1)C#N (5-(2-aminomethyl-4-cyanophenoxy)-1,3-dihydro-1-hydroxy-2,1-benzoxaborole hydrochloride). Isolated yield 98.0%. Reaction SMILES: [C:1]([C:3]1[CH:19]=[CH:18][C:6]([O:7][C:8]2[CH:9]=[CH:10][C:11]3[B:15]([OH:16])[O:14][CH2:13][C:12]=3[CH:17]=2)=[C:5]([CH2:20][NH:21]C=O)[CH:4]=1)#[N:2].[ClH:24]>C(O)C>[ClH:24].[NH2:21][CH2:20][C:5]1[CH:4]=[C:3]([C:1]#[N:2])[CH:19]=[CH:18][C:6]=1[O:7][C:8]1[CH:9]=[CH:10][C:11]2[B:15]([OH:16])[O:14][CH2:13][C:12]=2[CH:17]=1 |f:3.4|. Procedure details: To a solution of 5-[4-cyano-2-(formylaminomethyl)phenoxy]-1,3-dihydro-1-hydroxy-2,1-benzoxaborole (250 mg, 0.812 mmol) in ethanol (16 mL) was added 6 M HCl (4 mL), and the mixture was refluxed for 2 h. The solvent was removed under reduced pressure, and the residue was treated with ether to give 5-(2-aminomethyl-4-cyanophenoxy)-1,3-dihydro-1-hydroxy-2,1-benzoxaborole hydrochloride (247 mg, 98%). Reactants: CC[O-].[Na+] (NaOEt), CCO (EtOH), BrC1=NC=C(C=C1)Br (2,5-dibromopyridine). Run in O (water). Run at temperature 80 celsius. Product: BrC=1C=NC(=CC1)OCC (3-bromo-6-ethoxypyridine). Reaction SMILES: [CH3:1][CH2:2][O-:3].[Na+].CCO.Br[C:9]1[CH:14]=[CH:13][C:12]([Br:15])=[CH:11][N:10]=1>O>[Br:15][C:12]1[CH:11]=[N:10][C:9]([O:3][CH2:2][CH3:1])=[CH:14][CH:13]=1 |f:0.1|. Procedure details: A solution of NaOEt in EtOH (21%; 157 mL, 422 mmol) was added to 2,5-dibromopyridine (4-1) (20 g; 84.4 mmol) and the mixture heated to 80° C. for 16 hours. After cooling, the mixture was poured into water, extracted twice with EtOAc, washed with water then brine, dried (MgSO4) and concentrated under reduced pressure to give crude product 4-2 as a solid. The reactants are CN(C)P(=O)(N(C)C)N(C)C, O=C(O)c1ccc(NCCCCCCCCCCCC#Cc2ccc(Cl)cc2)cc1, OCC(O)CI, [Na+], [OH-], O. The product is O=C(OCC(O)CO)c1ccc(NCCCCCCCCCCCC#Cc2ccc(Cl)cc2)cc1. Reaction SMILES: [CH3:39][N:40]([P:41]([N:42]([CH3:43])[CH3:44])([N:45]([CH3:46])[CH3:47])=[O:48])[CH3:49].[Cl:1][c:2]1[cH:3][cH:4][c:5]([C:8]#[C:9][CH2:10][CH2:11][CH2:12][CH2:13][CH2:14][CH2:15][CH2:16][CH2:17][CH2:18][CH2:19][CH2:20][NH:21][c:22]2[cH:23][cH:24][c:25]([C:26](=[O:27])[OH:28])[cH:29][cH:30]2)[cH:6][cH:7]1.[I:33][CH2:34][CH:35]([CH2:36][OH:37])[OH:38].[Na+:32].[OH-:31].[OH2:50]>>[Cl:1][c:2]1[cH:3][cH:4][c:5]([C:8]#[C:9][CH2:10][CH2:11][CH2:12][CH2:13][CH2:14][CH2:15][CH2:16][CH2:17][CH2:18][CH2:19][CH2:20][NH:21][c:22]2[cH:23][cH:24][c:25]([C:26](=[O:27])[O:28][CH2:34][CH:35]([CH2:36][OH:37])[OH:38])[cH:29][cH:30]2)[cH:6][cH:7]1. Reactants: CO, O=C(Nc1ccc(S(=O)(=O)Nc2ccc3c(c2)B(O)OC3)c(CCF)c1)C(F)(F)F, [NH4+]. Yields the product Nc1ccc(S(=O)(=O)Nc2ccc3c(c2)B(O)OC3)c(CCF)c1. Reaction SMILES: [CH3:32][OH:33].[F:1][C:2]([F:3])([F:4])[C:29]([NH:5][c:6]1[cH:7][c:8]([CH2:26][CH2:27][F:28])[c:9]([S:12]([NH:13][c:14]2[cH:15][cH:16][c:17]3[c:18]([cH:23]2)[B:19]([OH:22])[O:20][CH2:21]3)(=[O:24])=[O:25])[cH:10][cH:11]1)=[O:30].[NH4+:31]>>[NH2:5][c:6]1[cH:7][c:8]([CH2:26][CH2:27][F:28])[c:9]([S:12]([NH:13][c:14]2[cH:15][cH:16][c:17]3[c:18]([cH:23]2)[B:19]([OH:22])[O:20][CH2:21]3)(=[O:24])=[O:25])[cH:10][cH:11]1.